Dataset: the Open Reaction Database (ORD), a public repository of structured organic reaction records. Task: describe an organic reaction: reactants, conditions, products, and yield Reactants: CCN=C=NCCCN(C)C, ClCCl, Cl, CN1CCCc2ccc(N)cc21, O, On1nnc2ccccc21, O=C(O)c1ccc(-c2ccccc2)nc1. Product: CN1CCCc2ccc(NC(=O)c3ccc(-c4ccccc4)nc3)cc21. As a reaction SMILES: [CH3:17][N:18]([CH3:19])[CH2:20][CH2:21][CH2:22][N:23]=[C:24]=[N:25][CH2:26][CH3:27].[Cl:51][CH2:52][Cl:53].[ClH:16].[NH2:39][c:40]1[cH:41][cH:42][c:43]2[c:48]([cH:49]1)[N:47]([CH3:50])[CH2:46][CH2:45][CH2:44]2.[OH2:28].[OH:29][n:30]1[c:31]2[cH:32][cH:33][cH:34][cH:35][c:36]2[n:37][n:38]1.[c:1]1(-[c:7]2[n:8][cH:9][c:10]([C:11](=[O:12])[OH:13])[cH:14][cH:15]2)[cH:2][cH:3][cH:4][cH:5][cH:6]1>>[c:1]1(-[c:7]2[n:8][cH:9][c:10]([C:11](=[O:13])[NH:39][c:40]3[cH:41][cH:42][c:43]4[c:48]([cH:49]3)[N:47]([CH3:50])[CH2:46][CH2:45][CH2:44]4)[cH:14][cH:15]2)[cH:2][cH:3][cH:4][cH:5][cH:6]1. The reactants are COc1cc(C)nc2ccccc12, ClC(Cl)Cl, O=C(OO)c1cccc(Cl)c1, [Na+], [OH-], O, Cc1cc(O)c2ccccc2n1. Yields the product COc1cc(C)[n+]([O-])c2ccccc12. Reaction SMILES: [CH3:1][O:2][c:3]1[cH:4][c:5]([CH3:13])[n:6][c:7]2[cH:8][cH:9][cH:10][cH:11][c:12]12.[CH:39]([Cl:40])([Cl:41])[Cl:42].[Cl:26][c:27]1[cH:28][cH:29][cH:30][c:31]([C:32]([O:33][OH:34])=[O:35])[cH:36]1.[Na+:38].[OH-:37].[OH2:43].[OH:14][c:15]1[c:16]2[c:17]([cH:18][cH:19][cH:20][cH:21]2)[n:22][c:23]([CH3:24])[cH:25]1>>[CH3:1][O:2][c:3]1[cH:4][c:5]([CH3:13])[n+:6]([O-:14])[c:7]2[cH:8][cH:9][cH:10][cH:11][c:12]12. Reactants: C(C)(C)(C)OC(=O)N1C(CC(CC1)OC)C1=C(C=CC=C1)OC (N-(tert-butoxycarbonyl)-2-(2-methoxyphenyl)-4-methoxypiperidine), C(=O)(C(F)(F)F)O (TFA). Solvent: C(Cl)Cl (CH2Cl2). Conditions: temperature 20 celsius, time 2 hour. Yields the product COC1=C(C=CC=C1)C1NCCC(C1)OC (2-(2-Methoxyphenyl)4-methoxypiperidine). Isolated yield 95.6%. Reaction SMILES: C(OC([N:8]1[CH2:13][CH2:12][CH:11]([O:14][CH3:15])[CH2:10][CH:9]1[C:16]1[CH:21]=[CH:20][CH:19]=[CH:18][C:17]=1[O:22][CH3:23])=O)(C)(C)C.C(O)(C(F)(F)F)=O>C(Cl)Cl>[CH3:23][O:22][C:17]1[CH:18]=[CH:19][CH:20]=[CH:21][C:16]=1[CH:9]1[CH2:10][CH:11]([O:14][CH3:15])[CH2:12][CH2:13][NH:8]1. Reported procedure: To a solution of N-(tert-butoxycarbonyl)-2-(2-methoxyphenyl)-4-methoxypiperidine (864 mg, 2.67 mmol) in CH2Cl2 at 0° C. was added TFA (9.6 mL) and the resulting solution was stirred at 0-40° C. for 2 hours. TFA was removed in vacuo, and the residue was stirred with 40 mL of 1:1 mixture of CH2Cl2 and 1N NaOH for 20 minutes. The layers were separated and the aqueous layer was extracted with CH2Cl2 (3×15 ml). The combined organic layers were washed with brine, dried over MgSO4, and concentrated in ...